From a dataset of the Open Reaction Database (ORD), a public repository of structured organic reaction records. describe an organic reaction: reactants, conditions, products, and yield Starting materials: CO, CCOC(=O)C(Cc1ccc(C(C)(C)CC)cc1)C(O)c1cccc(Cl)c1, [Na+], C1CCOC1, [OH-], O. Yields the product CCC(C)(C)c1ccc(CC(C(=O)O)C(O)c2cccc(Cl)c2)cc1. RXN SMILES: [CH3:30][OH:31].[Cl:1][c:2]1[cH:3][c:4]([CH:8]([CH:9]([C:10](=[O:11])[O:12][CH2:13][CH3:14])[CH2:15][c:16]2[cH:17][cH:18][c:19]([C:22]([CH3:23])([CH3:24])[CH2:25][CH3:26])[cH:20][cH:21]2)[OH:27])[cH:5][cH:6][cH:7]1.[Na+:29].[O:33]1[CH2:34][CH2:35][CH2:36][CH2:37]1.[OH-:28].[OH2:32]>>[Cl:1][c:2]1[cH:3][c:4]([CH:8]([CH:9]([C:10](=[O:11])[OH:12])[CH2:15][c:16]2[cH:17][cH:18][c:19]([C:22]([CH3:23])([CH3:24])[CH2:25][CH3:26])[cH:20][cH:21]2)[OH:27])[cH:5][cH:6][cH:7]1. Starting materials: Cn1c(=O)c2c(nc(N3CCN(C(=O)OC(C)(C)C)CC3)n2-c2ccccc2Cl)n(C)c1=O, O=C(O)C(F)(F)F. Yields the product Cn1c(=O)c2c(nc(N3CCNCC3)n2-c2ccccc2Cl)n(C)c1=O. As a reaction SMILES: [C:1]([O:2][C:3](=[O:4])[N:8]1[CH2:9][CH2:10][N:11]([c:14]2[n:15][c:16]3[n:17]([CH3:33])[c:18](=[O:32])[n:19]([CH3:31])[c:20](=[O:30])[c:21]3[n:22]2-[c:23]2[c:24]([Cl:29])[cH:25][cH:26][cH:27][cH:28]2)[CH2:12][CH2:13]1)([CH3:5])([CH3:6])[CH3:7].[OH:34][C:35]([C:36]([F:37])([F:38])[F:39])=[O:40]>>[NH:8]1[CH2:9][CH2:10][N:11]([c:14]2[n:15][c:16]3[n:17]([CH3:33])[c:18](=[O:32])[n:19]([CH3:31])[c:20](=[O:30])[c:21]3[n:22]2-[c:23]2[c:24]([Cl:29])[cH:25][cH:26][cH:27][cH:28]2)[CH2:12][CH2:13]1. Starting materials: C1(=CC=CC=C1)OC(N(CCN1C2=C(CCCC1)C=C(C=C2)NC(=N)C=2SC=CC2)C)=O (phenyl-methyl(2-(7-(thiophene-2-carboximidamido)-2,3,4,5-tetrahydro-1H-benzo[b]azepin-1-yl)ethyl)carbamate), [OH-].[Na+] (NaOH), [OH-].[Na+] (NaOH), O (H2O). The solvent is C(C)O (ethanol), CO.C(Cl)Cl (MeOH CH2Cl2). Run at time 1 hour. The product is CNCCN1C2=C(CCCC1)C=C(C=C2)NC(=N)C=2SC=CC2 (N-(1-(2-(Methylamino)ethyl)-2,3,4,5-tetrahydro-1H-benzo[b]azepin-7-yl)thiophene-2-carboximidamide). Isolated yield 40.6%. Reaction SMILES: C1(O[C:8](=O)[N:9](C)[CH2:10][CH2:11][N:12]2[CH2:18][CH2:17][CH2:16][CH2:15][C:14]3[CH:19]=[C:20]([NH:23][C:24]([C:26]4[S:27][CH:28]=[CH:29][CH:30]=4)=[NH:25])[CH:21]=[CH:22][C:13]2=3)C=CC=CC=1.[OH-].[Na+].O>C(O)C.CO.C(Cl)Cl>[CH3:8][NH:9][CH2:10][CH2:11][N:12]1[CH2:18][CH2:17][CH2:16][CH2:15][C:14]2[CH:19]=[C:20]([NH:23][C:24]([C:26]3[S:27][CH:28]=[CH:29][CH:30]=3)=[NH:25])[CH:21]=[CH:22][C:13]1=2 |f:1.2,5.6|. Reported procedure: A solution of phenyl-methyl(2-(7-(thiophene-2-carboximidamido)-2,3,4,5-tetrahydro-1H-benzo[b]azepin-1-yl)ethyl)carbamate (200 mg, 0.45 mmol) in 12 mL ethanol was treated with NaOH (178 mg, 4.46 mmol) followed by H2O (5 mL). The mixture was then heated at reflux for 6 hours. A TLC analysis indicated that starting material is present. At this moment, NaOH (90 mg) was added and heating was continued for 1 hour. The solution was concentrated to about 5 mL and partitioned between CH2Cl2 (100 mL) and ... Reactants: CCO, [N-]=[N+]=NCc1cccc(NC(=O)Nc2csc(-c3ccncc3)n2)n1, [OH-], [OH-], [Pd+2]. The product is NCc1cccc(NC(=O)Nc2csc(-c3ccncc3)n2)n1. RXN SMILES: [CH3:26][CH2:27][OH:28].[N:1](=[N+:2]=[N-:3])[CH2:4][c:5]1[cH:6][cH:7][cH:8][c:9]([NH:11][C:12](=[O:13])[NH:14][c:15]2[n:16][c:17](-[c:20]3[cH:21][cH:22][n:23][cH:24][cH:25]3)[s:18][cH:19]2)[n:10]1.[OH-:29].[OH-:30].[Pd+2:31]>>[NH2:1][CH2:4][c:5]1[cH:6][cH:7][cH:8][c:9]([NH:11][C:12](=[O:13])[NH:14][c:15]2[n:16][c:17](-[c:20]3[cH:21][cH:22][n:23][cH:24][cH:25]3)[s:18][cH:19]2)[n:10]1. Starting materials: COc1ccc(Cl)c(Oc2c(CO)nc(N3CCOCC3)nc2NS(=O)(=O)c2ccc(C(C)(C)C)cc2)c1, O=P(Cl)(Cl)Cl. The product is COc1ccc(Cl)c(Oc2c(CCl)nc(N3CCOCC3)nc2NS(=O)(=O)c2ccc(C(C)(C)C)cc2)c1. Reaction SMILES: [C:1]([CH3:2])([CH3:3])([CH3:4])[c:5]1[cH:6][cH:7][c:8]([S:11](=[O:12])(=[O:13])[NH:14][c:15]2[n:16][c:17]([N:33]3[CH2:34][CH2:35][O:36][CH2:37][CH2:38]3)[n:18][c:19]([CH2:31][OH:32])[c:20]2[O:21][c:22]2[c:23]([Cl:30])[cH:24][cH:25][c:26]([O:28][CH3:29])[cH:27]2)[cH:9][cH:10]1.[P:39]([Cl:40])([Cl:41])([Cl:42])=[O:43]>>[C:1]([CH3:2])([CH3:3])([CH3:4])[c:5]1[cH:6][cH:7][c:8]([S:11](=[O:12])(=[O:13])[NH:14][c:15]2[n:16][c:17]([N:33]3[CH2:34][CH2:35][O:36][CH2:37][CH2:38]3)[n:18][c:19]([CH2:31][Cl:41])[c:20]2[O:21][c:22]2[c:23]([Cl:30])[cH:24][cH:25][c:26]([O:28][CH3:29])[cH:27]2)[cH:9][cH:10]1. The reactants are CN(C)C=O, CC(C)Cc1ccc(C(C)Cl)cc1, [Na], O. Product: C=Cc1ccc(CC(C)C)cc1. RXN SMILES: [CH3:16][N:17]([CH3:18])[CH:19]=[O:20].[Cl:1][CH:2]([CH3:3])[c:4]1[cH:5][cH:6][c:7]([CH2:10][CH:11]([CH3:12])[CH3:13])[cH:8][cH:9]1.[Na:14].[OH2:15]>>[CH:2](=[CH2:3])[c:4]1[cH:5][cH:6][c:7]([CH2:10][CH:11]([CH3:12])[CH3:13])[cH:8][cH:9]1. Starting materials: C(C)OC([C@H](CC1=CC=C(C=C1)OC(C)(C)C(=O)O)OC)=O ((2S)-3-[4-(1-carboxy-1-methyl-ethoxy)-phenyl]-2-methoxy-propionic acid ethyl ester), FC(C=1C=C(CN)C=CC1)(F)F (3-trifluoromethyl-benzylamine), C(C)O[C@H](C(=O)O)CC1=CC=C(C=C1)O[C@H](C)C(NCCC1=CC=C(C=C1)OC1=CC=CC=C1)=O ((2S,1R)-2-ethoxy-3-(4-{1-[2-(4-phenoxy-phenyl)-ethylcarbamoyl]-ethoxy}-phenyl)-propionic acid). The product is CO[C@H](C(=O)O)CC1=CC=C(C=C1)OC(C)(C(NCC1=CC(=CC=C1)C(F)(F)F)=O)C ((2S)-2-methoxy-3-{4-[1-methyl-1-(3-trifluoromethyl-benzylcarbamoyl)-ethoxy]-phenyl}-propionic acid). As a reaction SMILES: C([O:3][C:4](=[O:22])[C@@H:5]([O:20][CH3:21])[CH2:6][C:7]1[CH:12]=[CH:11][C:10]([O:13][C:14]([C:17]([OH:19])=O)([CH3:16])[CH3:15])=[CH:9][CH:8]=1)C.[F:23][C:24]([F:34])([F:33])[C:25]1[CH:26]=[C:27]([CH:30]=[CH:31][CH:32]=1)[CH2:28][NH2:29].C(O[C@@H](CC1C=CC(O[C@@H](C(=O)NCCC2C=CC(OC3C=CC=CC=3)=CC=2)C)=CC=1)C(O)=O)C>>[CH3:21][O:20][C@@H:5]([CH2:6][C:7]1[CH:8]=[CH:9][C:10]([O:13][C:14]([CH3:15])([C:17](=[O:19])[NH:29][CH2:28][C:27]2[CH:30]=[CH:31][CH:32]=[C:25]([C:24]([F:23])([F:33])[F:34])[CH:26]=2)[CH3:16])=[CH:11][CH:12]=1)[C:4]([OH:3])=[O:22]. Procedure: The title compound was prepared from (2S)-3-[4-(1-carboxy-1-methyl-ethoxy)-phenyl]-2-methoxy-propionic acid ethyl ester (PREPARATION 5, step 2) and 3-trifluoromethyl-benzylamine via the same procedure used for the preparation of (2S,1R)-2-ethoxy-3-(4-{1-[2-(4-phenoxy-phenyl)-ethylcarbamoyl]-ethoxy}-phenyl)-propionic acid (Example 1, step 3) to produce a colorless oil. MS (ES) for C22H24F3NO5 [M−H]−: 438. Starting materials: [H]C(C1=CC=C(OC)C=C1)=O, O=C(OC)C(C(O)=O)Cl. The reagents and catalysts are CN(C)c1ccncc1, 4Å Molecular Sieve, C1CNCC1. Run in C1COCC1. Reaction conditions: temperature 25 celsius, time 24 hour. The product is O=C(OC)/C(Cl)=C/C1=CC=C(OC)C=C1. The yield is 77.0%. The reactants are BrC1=CC=C(C=C1)C1=NN(C(C2=CC=CC=C12)=O)NC(CC1=CC=C(C=C1)Cl)=O (N-[4-(4-bromophenyl)-1-oxophthalazin-2(1H)-yl]-2-(4-chlorophenyl)acetamide). The reagents and catalysts are [Pd] (Pd/C). Solvent: CO (MeOH). Run at time 8 hour. Yields the product ClC1=CC=C(C=C1)CC(=O)NN1C(C2=CC=CC=C2C(=N1)C1=CC=CC=C1)=O (2-(4-chlorophenyl)-N-(1-oxo-4-phenylphthalazin-2(1H)-yl)acetamide). Yield: 100.0%. As a reaction SMILES: Br[C:2]1[CH:7]=[CH:6][C:5]([C:8]2[C:17]3[C:12](=[CH:13][CH:14]=[CH:15][CH:16]=3)[C:11](=[O:18])[N:10]([NH:19][C:20](=[O:29])[CH2:21][C:22]3[CH:27]=[CH:26][C:25]([Cl:28])=[CH:24][CH:23]=3)[N:9]=2)=[CH:4][CH:3]=1>CO.[Pd]>[Cl:28][C:25]1[CH:26]=[CH:27][C:22]([CH2:21][C:20]([NH:19][N:10]2[N:9]=[C:8]([C:5]3[CH:6]=[CH:7][CH:2]=[CH:3][CH:4]=3)[C:17]3[C:12](=[CH:13][CH:14]=[CH:15][CH:16]=3)[C:11]2=[O:18])=[O:29])=[CH:23][CH:24]=1. Procedure details: A suspension of the product of Example 3 (29.9 mg, 0.064 mmol) and 10% Pd/C (catalytic amount) in MeOH (1 mL) was stirred under H2 (1 atm) overnight, filtered though Celite, and concentrated to give the title compound (24.9 mg, 0.064 mmol) as a tan solid. 1H NMR (300 MHz, DMSO-d6) δ 11.70 (s, 1H), 8.45-8.35 (m, 1H), 8.01-7.90 (m, 2H), 7.76-7.68 (m, 1H), 7.58 (s, 5H), 7.40 (s, 4H), 3.70 (s, 2H); MS (ESI−) M/Z 388 (M−H)−. Starting materials: BrC=1C=CC(=C(C1)C(=O)C1(CCC(CC1)OC)O)F ((5-bromo-2-fluorophenyl)(1-hydroxy-4-methoxycyclohexyl)methanone), BrC=1C=CC(=C(C1)C(=O)C1(CCC(CC1)OC)O)F ((5-bromo-2-fluorophenyl)(1-hydroxy-4-methoxycyclohexyl)methanone), CC(C)([O-])C.[K+] (potassium tert-butoxide). Solvent: C1CCOC1 (THF). Conditions: temperature 70 celsius. Yields the product BrC=1C=CC2=C(C(C3(CCC(CC3)OC)O2)=O)C1 (5-Bromo-4′-methoxy-3H-spiro[benzofuran-2,1′-cyclohexan]-3-one). The yield is 39.3%. RXN SMILES: [Br:1][C:2]1[CH:3]=[CH:4][C:5](F)=[C:6]([C:8]([C:10]2([OH:18])[CH2:15][CH2:14][CH:13]([O:16][CH3:17])[CH2:12][CH2:11]2)=[O:9])[CH:7]=1.CC(C)([O-])C.[K+]>C1COCC1>[Br:1][C:2]1[CH:3]=[CH:4][C:5]2[O:18][C:10]3([CH2:15][CH2:14][CH:13]([O:16][CH3:17])[CH2:12][CH2:11]3)[C:8](=[O:9])[C:6]=2[CH:7]=1 |f:1.2|. Reported procedure: A mixture of (5-bromo-2-fluorophenyl)(1-hydroxy-4-methoxycyclohexyl)methanone (Intermediate 12 Step 2, 1.05 g, 3.17 mmol) and potassium tert-butoxide (0.445 g, 3.80 mmol) in THF (10 mL) was heated in a microwave reactor at 70° C. for 30 min. The solvent was removed in vacuo and the residue was purified by flash chromatography using a gradient of 0 to 15% EtOAc in hexanes to afford 388 mg (39% yield) of the title compound. 1H NMR (400 MHz, CDCl3): δ ppm 1.71 (m, 6 H), 2.31 (m, 2 H), 3.32 (m, 1 H)...